From a dataset of the Open Reaction Database (ORD), a public repository of structured organic reaction records. describe an organic reaction: reactants, conditions, products, and yield Starting materials: examples 1 ( g ), FC(C1=C(C=CC(=C1)C(F)(F)F)CCCCCCC(CC(CC(=O)OC)(C(=O)OC)O)=O)(F)F (methyl 11-[2,4-Bis (trifluoromethyl)phenyl]-3-hydroxy-3-methoxycarbonyl-5-oxo-undecanoate), ClC1=C(C=CC(=C1)Cl)CCCCCCC(CC(CC(=O)OC)(C(=O)OC)O)=O (methyl 11(2,4-dichlorophenyl )-3-hydroxy-3-methoxycarbonyl-5-oxo-undecanoate). The product is FC(C1=C(C=CC(=C1)C(F)(F)F)CCCCCC[C@H]1C[C@@](C(O1)=O)(O)CC(=O)O)(F)F ((3R*,5S*) 5-{6-[2,4-Bis(trifluoromethyl)phenyl]hexyl}-3-carboxymethyl-3-hydroxytetrahydrofuran-2-one). As a reaction SMILES: [F:1][C:2]([F:34])([F:33])[C:3]1[CH:8]=[C:7]([C:9]([F:12])([F:11])[F:10])[CH:6]=[CH:5][C:4]=1CCCCCCC(=O)CC(O)(C(OC)=O)CC(OC)=O.ClC1C=C(Cl)C=CC=1[CH2:43][CH2:44][CH2:45][CH2:46][CH2:47][CH2:48][C:49](=[O:62])[CH2:50][C:51]([OH:61])([C:57]([O:59]C)=O)[CH2:52][C:53]([O:55]C)=[O:54]>>[F:1][C:2]([F:34])([F:33])[C:3]1[CH:8]=[C:7]([C:9]([F:12])([F:11])[F:10])[CH:6]=[CH:5][C:4]=1[CH2:43][CH2:44][CH2:45][CH2:46][CH2:47][CH2:48][C@@H:49]1[O:62][C:57](=[O:59])[C@@:51]([CH2:52][C:53]([OH:55])=[O:54])([OH:61])[CH2:50]1. Procedure: Following the procedures described in examples 1 (g) and 2, substituting ±methyl 11-[2,4-Bis (trifluoromethyl)phenyl]-3-hydroxy-3-methoxycarbonyl-5-oxo-undecanoate for ± methyl 11(2,4-dichlorophenyl )-3-hydroxy-3-methoxycarbonyl-5-oxo-undecanoate, gave the title compound as a solid, m.p. 70°-73° C. Starting materials: NC=1C=C(C=CC1)SC1=CN(C=2N=CN=C(C21)N)C2CCCC2 (5-(3-Amino-phenylsulfanyl)-7-cyclopentyl-7H-pyrrolo[2,3-d]pyrimidin-4-ylamine), FC1=C(C(=CC=C1)F)N=C=O (1,3-Difluoro-2-isocyanato-benzene). Run in N1=CC=CC=C1 (pyridine). Reaction conditions: time 8 hour. The product is NC=1C2=C(N=CN1)N(C=C2SC=2C=C(C=CC2)NC(=O)NC2=C(C=CC=C2F)F)C2CCCC2 (1-[3-(4-Amino-7-cyclopentyl-7H-pyrrolo[2,3-d]pyrimidin-5-ylsulfanyl)-phenyl]-3-(2,6-difluoro-phenyl)-urea). Yield: 40.8%. As a reaction SMILES: [NH2:1][C:2]1[CH:3]=[C:4]([S:8][C:9]2[C:17]3[C:16]([NH2:18])=[N:15][CH:14]=[N:13][C:12]=3[N:11]([CH:19]3[CH2:23][CH2:22][CH2:21][CH2:20]3)[CH:10]=2)[CH:5]=[CH:6][CH:7]=1.[F:24][C:25]1[CH:30]=[CH:29][CH:28]=[C:27]([F:31])[C:26]=1[N:32]=[C:33]=[O:34]>N1C=CC=CC=1>[NH2:18][C:16]1[C:17]2[C:9]([S:8][C:4]3[CH:3]=[C:2]([NH:1][C:33]([NH:32][C:26]4[C:27]([F:31])=[CH:28][CH:29]=[CH:30][C:25]=4[F:24])=[O:34])[CH:7]=[CH:6][CH:5]=3)=[CH:10][N:11]([CH:19]3[CH2:23][CH2:22][CH2:21][CH2:20]3)[C:12]=2[N:13]=[CH:14][N:15]=1. Reported procedure: To a round-bottom flask with pyridine (3 mL) was added 5-(3-Amino-phenylsulfanyl)-7-cyclopentyl-7H-pyrrolo[2,3-d]pyrimidin-4-ylamine (16.3 mg, 0.05 mmole) and 1,3-Difluoro-2-isocyanato-benzene (15.5 mg, 0.1 mmole). The reaction mixture was stirred at room temperature overnight and extracted with EtOAc (40 mL) and water (40 mL). The organic layer was washed with brine, dried over anhydrous sodium sulfate, and concentrated. Purification through flash column (methylene chloride/methanol: 96/4) gave...